Dataset: the Open Reaction Database (ORD), a public repository of structured organic reaction records. Task: describe an organic reaction: reactants, conditions, products, and yield Starting materials: [BH4-], CC(C)(C)OC(=O)N1CCC2(CCC(=O)CC2)CC1, CO, [Ce+3], [Cl-], [Cl-], [Cl-], [Na+], O, O, O, O, O, O, O, O. Yields the product CC(C)(C)OC(=O)N1CCC2(CCC(O)CC2)CC1. As a reaction SMILES: [BH4-:31].[C:1]([CH3:2])([CH3:3])([CH3:4])[O:5][C:6](=[O:7])[N:8]1[CH2:9][CH2:10][C:11]2([CH2:12][CH2:13]1)[CH2:14][CH2:15][C:16](=[O:19])[CH2:17][CH2:18]2.[CH3:34][OH:35].[Ce+3:28].[Cl-:27].[Cl-:29].[Cl-:30].[Na+:32].[OH2:20].[OH2:21].[OH2:22].[OH2:23].[OH2:24].[OH2:25].[OH2:26].[OH2:33]>>[C:1]([CH3:2])([CH3:3])([CH3:4])[O:5][C:6](=[O:7])[N:8]1[CH2:9][CH2:10][C:11]2([CH2:12][CH2:13]1)[CH2:14][CH2:15][CH:16]([OH:19])[CH2:17][CH2:18]2. Reactants: ClCCCl, COC(=O)C(c1ccccc1)N1CCN(c2ccc(N)cc2Cl)CC1, Cc1ccccc1C(=O)O, CN1CCOCC1, ClCCl, On1nnc2ccccc21. Yields the product COC(=O)C(c1ccccc1)N1CCN(c2ccc(NC(=O)c3ccccc3C)cc2Cl)CC1. RXN SMILES: [CH2:36]([Cl:37])[CH2:38][Cl:39].[CH3:1][O:2][C:3]([CH:4]([c:5]1[cH:6][cH:7][cH:8][cH:9][cH:10]1)[N:11]1[CH2:12][CH2:13][N:14]([c:17]2[c:18]([Cl:24])[cH:19][c:20]([NH2:23])[cH:21][cH:22]2)[CH2:15][CH2:16]1)=[O:25].[CH3:26][c:27]1[c:28]([C:29](=[O:30])[OH:31])[cH:32][cH:33][cH:34][cH:35]1.[CH3:50][N:51]1[CH2:52][CH2:53][O:54][CH2:55][CH2:56]1.[Cl:57][CH2:58][Cl:59].[OH:40][n:41]1[c:42]2[c:43]([cH:44][cH:45][cH:46][cH:47]2)[n:48][n:49]1>>[CH3:1][O:2][C:3]([CH:4]([c:5]1[cH:6][cH:7][cH:8][cH:9][cH:10]1)[N:11]1[CH2:12][CH2:13][N:14]([c:17]2[c:18]([Cl:24])[cH:19][c:20]([NH:23][C:29]([c:28]3[c:27]([CH3:26])[cH:35][cH:34][cH:33][cH:32]3)=[O:30])[cH:21][cH:22]2)[CH2:15][CH2:16]1)=[O:25]. The reactants are C(C)OC(C(=CN(C)C)C(C1=CC=CC=C1)=O)=O (2-benzoyl-3-dimethylamino-acrylic acid ethyl ester), Cl.C(CCC)(=N)N (butyramidine hydrochloride). Yields the product C1(=CC=CC=C1)C1=NC(=NC=C1C(=O)O)CCC (4-phenyl-2-propyl-pyrimidine-5-carboxylic acid). As a reaction SMILES: C([O:3][C:4](=[O:18])[C:5]([C:10](=O)[C:11]1[CH:16]=[CH:15][CH:14]=[CH:13][CH:12]=1)=[CH:6]N(C)C)C.Cl.[C:20]([NH2:25])(=[NH:24])[CH2:21][CH2:22][CH3:23]>>[C:11]1([C:10]2[C:5]([C:4]([OH:18])=[O:3])=[CH:6][N:25]=[C:20]([CH2:21][CH2:22][CH3:23])[N:24]=2)[CH:16]=[CH:15][CH:14]=[CH:13][CH:12]=1 |f:1.2|. Procedure: In an analogous manner to that described in example 3b) starting from 2-benzoyl-3-dimethylamino-acrylic acid ethyl ester and butyramidine hydrochloride, followed by saponification as described in example 3c) there was obtained 4-phenyl-2-propyl-pyrimidine-5-carboxylic acid. Starting materials: Cc1cc(-c2ccc(C(=O)O)cc2)ccn1, CCN=C=NCCCN(C)C, CN(C)c1ccncc1, ClCCl, Cl, Nc1ccc2cccnc2c1. Yields the product Cc1cc(-c2ccc(C(=O)Nc3ccc4cccnc4c3)cc2)ccn1. Reaction SMILES: [CH3:12][c:13]1[n:14][cH:15][cH:16][c:17](-[c:19]2[cH:20][cH:21][c:22]([C:23](=[O:24])[OH:25])[cH:26][cH:27]2)[cH:18]1.[CH3:29][N:30]([CH3:31])[CH2:32][CH2:33][CH2:34][N:35]=[C:36]=[N:37][CH2:38][CH3:39].[CH3:43][N:44]([CH3:45])[c:46]1[cH:47][cH:48][n:49][cH:50][cH:51]1.[Cl:40][CH2:41][Cl:42].[ClH:28].[NH2:1][c:2]1[cH:3][cH:4][c:5]2[cH:6][cH:7][cH:8][n:9][c:10]2[cH:11]1>>[NH:1]([c:2]1[cH:3][cH:4][c:5]2[cH:6][cH:7][cH:8][n:9][c:10]2[cH:11]1)[C:23]([c:22]1[cH:21][cH:20][c:19](-[c:17]2[cH:16][cH:15][n:14][c:13]([CH3:12])[cH:18]2)[cH:27][cH:26]1)=[O:24]. Starting materials: C1CCOC1, C=CC1OC(C)(C)OC2C(OC)C(=O)OC12, O=C(O)C(F)(F)F, O. Product: C=CC(O)C1OC(=O)C(OC)C1O. Reaction SMILES: [CH2:25]1[O:26][CH2:27][CH2:28][CH2:29]1.[CH3:8][O:9][CH:10]1[C:11](=[O:23])[O:12][CH:13]2[CH:14]1[O:15][C:16]([CH3:21])([CH3:22])[O:17][CH:18]2[CH:19]=[CH2:20].[F:1][C:2]([F:3])([F:4])[C:5]([OH:6])=[O:7].[OH2:24]>>[CH3:8][O:9][CH:10]1[C:11](=[O:23])[O:12][CH:13]([CH:18]([OH:17])[CH:19]=[CH2:20])[CH:14]1[OH:15].